This data is from the Open Reaction Database (ORD), a public repository of structured organic reaction records. The task is: describe an organic reaction: reactants, conditions, products, and yield The reactants are CN1N=C(C=C1)NC(=O)C1=NC(=CC=C1NC=1C=NC=CC1)C (6-Methyl-3-(pyridin-3-ylamino)-pyridine-2-carboxylic acid (1-methyl-1H-pyrazol-3-yl)-amide), BrC1=CC=CC=C1 (Bromobenzene). Yields the product CN1N=C(C=C1)NC(=O)C1=NC(=CC=C1NC1=CC=CC=C1)C (6-Methyl-3-phenylamino-pyridine-2-carboxylic acid (1-methyl-1H-pyrazol-3-yl)-amide). Reaction SMILES: [CH3:1][N:2]1[CH:6]=[CH:5][C:4]([NH:7][C:8]([C:10]2[C:15]([NH:16][C:17]3[CH:18]=N[CH:20]=[CH:21][CH:22]=3)=[CH:14][CH:13]=[C:12]([CH3:23])[N:11]=2)=[O:9])=[N:3]1.Br[C:25]1C=CC=CC=1>>[CH3:1][N:2]1[CH:6]=[CH:5][C:4]([NH:7][C:8]([C:10]2[C:15]([NH:16][C:17]3[CH:22]=[CH:21][CH:20]=[CH:25][CH:18]=3)=[CH:14][CH:13]=[C:12]([CH3:23])[N:11]=2)=[O:9])=[N:3]1. Procedure details: The title compound, was prepared from 3-Amino-6-methyl-pyridine-2-carboxylic acid (1-methyl-1H-pyrazol-3-yl)-amide (example 16) in accordance with the general method of example 20 using Bromobenzene instead of 3-Bromo-4-methylpyridine to yield the final compound as a yellow solid, MS (ISP): m/e=308.4 (M+H+).